This data is from the Open Reaction Database (ORD), a public repository of structured organic reaction records. The task is: describe an organic reaction: reactants, conditions, products, and yield Starting materials: C(CC)OC(C#N)C (2-propoxypropionitrile), ClC1=CC=C(C=C1)[Mg]Br (4-chlorophenylmagnesium bromide), C(C)OCC (diethyl ether). Reaction conditions: time 30 minute. Product: C(CC)OC(C(=O)C1=CC=C(C=C1)Cl)C (2-propoxy-4'-chloropropiophenone). RXN SMILES: [CH2:1]([O:4][CH:5]([CH3:8])[C:6]#N)[CH2:2][CH3:3].[Cl:9][C:10]1[CH:15]=[CH:14][C:13]([Mg]Br)=[CH:12][CH:11]=1.C([O:20]CC)C>>[CH2:1]([O:4][CH:5]([CH3:8])[C:6]([C:13]1[CH:14]=[CH:15][C:10]([Cl:9])=[CH:11][CH:12]=1)=[O:20])[CH2:2][CH3:3]. Procedure: To 25 g (222 mmole) of 2-propoxypropionitrile (Example 96b) in 100 ml of diethyl ether was dropwise added 200 ml (200 mmole) of 1.0M 4-chlorophenylmagnesium bromide. After refluxing for 30 minutes the reaction mixture was cautiously quenched with 20 ml of water followed by a mixture of 25 ml of sulfuric acid and 75 ml of water. After stirring for 30 minutes the organic layer was separated, washed with brine, dried over anhydrous magnesium sulfate, concentrated in vacuo, and distilled yielding 25... The reactants are O=C([O-])[O-], CS(N)(=O)=O, CC#N, COc1nc(OC)nc(Oc2cccc(Cl)c2C(=O)Oc2ccc([N+](=O)[O-])cc2)n1, [K+], [K+]. Product: COc1nc(OC)nc(Oc2cccc(Cl)c2C(=O)NS(C)(=O)=O)n1. RXN SMILES: [C:36](=[O:37])([O-:38])[O-:39].[CH3:31][S:32](=[O:33])(=[O:34])[NH2:35].[CH3:42][C:43]#[N:44].[Cl:1][c:2]1[c:3]([C:4](=[O:5])[O:6][c:7]2[cH:8][cH:9][c:10]([N+:11]([O-:12])=[O:13])[cH:14][cH:15]2)[c:16]([O:20][c:21]2[n:22][c:23]([O:29][CH3:30])[n:24][c:25]([O:27][CH3:28])[n:26]2)[cH:17][cH:18][cH:19]1.[K+:40].[K+:41]>>[Cl:1][c:2]1[c:3]([C:4](=[O:5])[NH:35][S:32]([CH3:31])(=[O:33])=[O:34])[c:16]([O:20][c:21]2[n:22][c:23]([O:29][CH3:30])[n:24][c:25]([O:27][CH3:28])[n:26]2)[cH:17][cH:18][cH:19]1. The reactants are CCOC(=O)C(Cc1ccc(OCC=C(C)c2ccc(-c3ccccc3C)cc2)cc1)OCC, [Na+], [OH-]. The product is CCOC(Cc1ccc(OCC=C(C)c2ccc(-c3ccccc3C)cc2)cc1)C(=O)O. Reaction SMILES: [CH2:1]([CH3:2])[O:3][CH:4]([C:5](=[O:6])[O:7][CH2:8][CH3:9])[CH2:10][c:11]1[cH:12][cH:13][c:14]([O:17][CH2:18][CH:19]=[C:20]([CH3:21])[c:22]2[cH:23][cH:24][c:25](-[c:28]3[c:29]([CH3:34])[cH:30][cH:31][cH:32][cH:33]3)[cH:26][cH:27]2)[cH:15][cH:16]1.[Na+:36].[OH-:35]>>[CH2:1]([CH3:2])[O:3][CH:4]([C:5](=[O:6])[OH:7])[CH2:10][c:11]1[cH:12][cH:13][c:14]([O:17][CH2:18][CH:19]=[C:20]([CH3:21])[c:22]2[cH:23][cH:24][c:25](-[c:28]3[c:29]([CH3:34])[cH:30][cH:31][cH:32][cH:33]3)[cH:26][cH:27]2)[cH:15][cH:16]1. Starting materials: CC(=O)[O-], C1CCOC1, CNC, O=Cc1cccc(-c2cc3nccc(Cl)c3s2)n1, [Na+]. Product: CN(C)Cc1cccc(-c2cc3nccc(Cl)c3s2)n1. Reaction SMILES: [C:22]([O-:23])(=[O:24])[CH3:25].[CH2:27]1[O:28][CH2:29][CH2:30][CH2:31]1.[CH3:19][NH:20][CH3:21].[Cl:1][c:2]1[c:3]2[c:4]([n:5][cH:6][cH:7]1)[cH:8][c:9](-[c:11]1[cH:12][cH:13][cH:14][c:15]([CH:17]=[O:18])[n:16]1)[s:10]2.[Na+:26]>>[Cl:1][c:2]1[c:3]2[c:4]([n:5][cH:6][cH:7]1)[cH:8][c:9](-[c:11]1[cH:12][cH:13][cH:14][c:15]([CH2:17][N:20]([CH3:19])[CH3:21])[n:16]1)[s:10]2. Reactants: N(=C=S)CCCOC=1C=C2C=CC(NC2=CC1)=O (6-(3-isothiocyanatopropoxy)carbostyril), C1(CCCCCCC1)CNCCN1CCC(CC1)OCOC (1-[2-(cyclooctylmethylamino)ethyl]-4-methoxymethoxypiperidine). Solvent: C(Cl)(Cl)Cl (chloroform). Product: COCOC1CCN(CC1)CCN(CC1CCCCCCC1)C(CCOC=1C=C2C=CC(NC2=CC1)=O)N=C=S (6-[3-{N-2-(4-methoxymethoxy-1-piperidinyl)ethyl-N-cyclooctylmethylamino}-thiocarbonylaminopropoxy]carbostyril). Yield: 74.6%. As a reaction SMILES: [N:1]([CH2:4][CH2:5][CH2:6][O:7][C:8]1[CH:9]=[C:10]2[C:15](=[CH:16][CH:17]=1)[NH:14][C:13](=[O:18])[CH:12]=[CH:11]2)=[C:2]=[S:3].[CH:19]1([CH2:27][NH:28][CH2:29][CH2:30][N:31]2[CH2:36][CH2:35][CH:34]([O:37][CH2:38][O:39][CH3:40])[CH2:33][CH2:32]2)[CH2:26][CH2:25][CH2:24][CH2:23][CH2:22][CH2:21][CH2:20]1>C(Cl)(Cl)Cl>[CH3:40][O:39][CH2:38][O:37][CH:34]1[CH2:33][CH2:32][N:31]([CH2:30][CH2:29][N:28]([CH:4]([N:1]=[C:2]=[S:3])[CH2:5][CH2:6][O:7][C:8]2[CH:9]=[C:10]3[C:15](=[CH:16][CH:17]=2)[NH:14][C:13](=[O:18])[CH:12]=[CH:11]3)[CH2:27][CH:19]2[CH2:26][CH2:25][CH2:24][CH2:23][CH2:22][CH2:21][CH2:20]2)[CH2:36][CH2:35]1. Reported procedure: A solution of 0.22 g of 6-(3-isothiocyanatopropoxy)carbostyril and 0.3 g of 1-[2-(cyclooctylmethylamino)ethyl]-4-methoxymethoxypiperidine in 30 ml of chloroform was stirred at room temperature for 5 hours. The solvent was removed by distillation under reduced pressure. The resulting residue was purified by a silica gel column chromatography (eluant: 3% methanol/dichloromethane) to obtain 0.36 g of 6-[3-{N-2-(4-methoxymethoxy-1-piperidinyl)ethyl-N-cyclooctylmethylamino}-thiocarbonylaminopropoxy]c... Starting materials: COC=1C=C2C=CNC2=CC1 (5-methoxyindole), FC(C=1C=C(CN)C=CC1)(F)F (3-(trifluoromethyl)benzylamine), C(C)(=O)O (acetic acid), O.C(C=O)(=O)O (glyoxylic acid monohydrate). The solvent is CO (MeOH), CO (MeOH). Run at time 3 day. Yields the product FC(C=1C=C(C=CC1)CNC(C(=O)OC)C1=CNC2=CC=C(C=C12)OC)(F)F (Methyl α-(3-Trifluoromethylphenylmethylamino)-5-methoxy-3-indoleacetate). Reaction SMILES: [F:1][C:2]([F:12])([F:11])[C:3]1[CH:4]=[C:5]([CH:8]=[CH:9][CH:10]=1)[CH2:6][NH2:7].[C:13]([OH:16])(=[O:15])[CH3:14].O.[C:18](O)(=O)C=O.[CH3:23][O:24][C:25]1[CH:26]=[C:27]2[C:31](=[CH:32][CH:33]=1)[NH:30][CH:29]=[CH:28]2>CO>[F:1][C:2]([F:11])([F:12])[C:3]1[CH:4]=[C:5]([CH2:6][NH:7][CH:14]([C:28]2[C:27]3[C:31](=[CH:32][CH:33]=[C:25]([O:24][CH3:23])[CH:26]=3)[NH:30][CH:29]=2)[C:13]([O:16][CH3:18])=[O:15])[CH:8]=[CH:9][CH:10]=1 |f:2.3|. Procedure: To a stirred solution of 7.24 g (41.34 mmoles) of 3-(trifluoromethyl)benzylamine and 4 mL (4.2 g, 69.88 mmoles) of acetic acid in 50 mL of MeOH was added a solution of 3.65 g (41.34 mmoles) of glyoxylic acid monohydrate in 50 mL of MeOH followed by 5.07 g (34.45 mmoles) of 5-methoxyindole. The resulting solution was allowed to stand for three days. Solid separated during this period. The solid was collected by filtration, washed with MeOH, and dried giving 3.02 g f white solid, m.p. ca. 192° C. ... The reactants are C(C)C1=CC2=C(N(C(NC2=O)=O)CC2=CC=C(C=C2)C2=C(C=CC=C2)C2=NOC(N2COCCOC)=O)S1 (6-ethyl-1-[(2′-{4-[(2-methoxyethoxy)methyl]-5-oxo-4,5-dihydro-1,2,4-oxadiazol-3-yl}biphenyl-4-yl)methyl]thieno[2,3-d]pyrimidine-2,4(1H,3H)-dione), BrCC(=O)C1=C(C(=O)OC)C=CC=C1 (methyl 2-(bromoacetyl)benzoate), CN(C=O)C (N,N-dimethylformamide), [H-].[Na+] (sodium hydride). As a reaction SMILES: [CH2:1]([C:3]1[S:38][C:6]2[N:7]([CH2:13][C:14]3[CH:19]=[CH:18][C:17]([C:20]4[CH:25]=[CH:24][CH:23]=[CH:22][C:21]=4[C:26]4[N:30](COCCOC)[C:29](=[O:37])[O:28][N:27]=4)=[CH:16][CH:15]=3)[C:8](=[O:12])[NH:9][C:10](=[O:11])[C:5]=2[CH:4]=1)[CH3:2].Br[CH2:40][C:41]([C:43]1[CH:52]=[CH:51][CH:50]=[CH:49][C:44]=1[C:45]([O:47]C)=[O:46])=[O:42].CN(C)C=O.[H-].[Na+]>C(OCC)(=O)C>[CH2:1]([C:3]1[S:38][C:6]2[N:7]([CH2:13][C:14]3[CH:15]=[CH:16][C:17]([C:20]4[CH:25]=[CH:24][CH:23]=[CH:22][C:21]=4[C:26]4[NH:30][C:29](=[O:37])[O:28][N:27]=4)=[CH:18][CH:19]=3)[C:8](=[O:12])[N:9]([CH2:40][C:41]([C:43]3[CH:52]=[CH:51][CH:50]=[CH:49][C:44]=3[C:45]([OH:47])=[O:46])=[O:42])[C:10](=[O:11])[C:5]=2[CH:4]=1)[CH3:2] |f:3.4|. Conditions: time 16 hour. Procedure: To a mixture of 6-ethyl-1-[(2′-{4-[(2-methoxyethoxy)methyl]-5-oxo-4,5-dihydro-1,2,4-oxadiazol-3-yl}biphenyl-4-yl)methyl]thieno[2,3-d]pyrimidine-2,4(1H,3H)-dione (2 g), methyl 2-(bromoacetyl)benzoate (1.06 g) and N,N-dimethylformamide (50 mL) was added sodium hydride (0.18 g), and the mixture was stirred at room temperature for 16 hr. The reaction mixture was diluted with ethyl acetate, washed successively with 5% aqueous potassium hydrogensulfate solution and saturated brine, and dried over anhy... The solvent is C(C)(=O)OCC (ethyl acetate). Yields the product C(C)C1=CC2=C(N(C(N(C2=O)CC(=O)C2=C(C(=O)O)C=CC=C2)=O)CC2=CC=C(C=C2)C2=C(C=CC=C2)C2=NOC(N2)=O)S1 (2-{[6-ethyl-2,4-dioxo-1-{[2′-(5-oxo-4,5-dihydro-1,2,4-oxadiazol-3-yl)biphenyl-4-yl]methyl}-1,4-dihydrothieno[2,3-d]pyrimidin-3(2H)-yl]acetyl}benzoic acid). Isolated yield 7.9%. The reactants are BrC=1C(=C(N)C=CC1)C (3-Bromo-2-methylaniline), C(C)(C)N(CC)C(C)C (diisopropylethylamine), ClCCl (dichloromethane), C12(CC3CC(CC(C1)C3)C2)C(=O)Cl (1-Adamantanecarbonyl chloride). Run in C(C)(=O)OCC (ethyl acetate). Run at time 16 hour. Product: BrC=1C(=C(C=CC1)NC(=O)C12CC3CC(CC(C1)C3)C2)C (N-(3-bromo-2-methylphenyl)tricyclo[3.3.1.13,7]decane-1-carboxamide). As a reaction SMILES: [Br:1][C:2]1[C:3]([CH3:9])=[C:4]([CH:6]=[CH:7][CH:8]=1)[NH2:5].C(N(C(C)C)CC)(C)C.ClCCl.[C:22]12([C:32](Cl)=[O:33])[CH2:31][CH:26]3[CH2:27][CH:28]([CH2:30][CH:24]([CH2:25]3)[CH2:23]1)[CH2:29]2>C(OCC)(=O)C>[Br:1][C:2]1[C:3]([CH3:9])=[C:4]([NH:5][C:32]([C:22]23[CH2:31][CH:26]4[CH2:25][CH:24]([CH2:30][CH:28]([CH2:27]4)[CH2:29]2)[CH2:23]3)=[O:33])[CH:6]=[CH:7][CH:8]=1. Procedure details: 3-Bromo-2-methylaniline (800 mg) and diisopropylethylamine (1667 mg) were added to dichloromethane (12 mL). 1-Adamantanecarbonyl chloride (940 mg) was added and the solution was stirred at room temperature for 16 hours. The solution was diluted with 50% ethyl acetate (hexanes), washed three times with 1 M aqueous HCl, washed with brine, dried over anhydrous sodium sulfate, and filtered. The solvent volume was partially reduced under vacuum, and the solid material precipitated out of solution, wh... Starting materials: ClC/1=C(NC(C\C1=N/OS(=O)(=O)C)C1=CC=C(C=C1)Cl)C(=O)OC ((E)-methyl 3-chloro-6-(4-chlorophenyl)-4-(((methylsulfonyl)oxy)imino)-1,4,5,6-tetrahydropyridine-2-carboxylate), CN (methanamine), C1CCOC1 (THF). Solvent: CS(=O)C (DMSO), O (H2O). Reaction conditions: time 30 minute. The product is NC=1C(=NC(=CC1NC)C1=CC=C(C=C1)Cl)C(=O)OC (Methyl 3-amino-6-(4-chlorophenyl)-4-(methylamino)picolinate). Yield: 66.0%. RXN SMILES: ClC1=[C:3]([C:21]([O:23][CH3:24])=[O:22])[NH:4][CH:5]([C:14]2[CH:19]=[CH:18][C:17]([Cl:20])=[CH:16][CH:15]=2)[CH2:6]/[C:7]/1=[N:8]\OS(C)(=O)=O.[CH3:25][NH2:26].[CH2:27]1COCC1>CS(C)=O.O>[NH2:26][C:25]1[C:3]([C:21]([O:23][CH3:24])=[O:22])=[N:4][C:5]([C:14]2[CH:19]=[CH:18][C:17]([Cl:20])=[CH:16][CH:15]=2)=[CH:6][C:7]=1[NH:8][CH3:27]. Reported procedure: To a solution (E)-methyl 3-chloro-6-(4-chlorophenyl)-4-(((methylsulfonyl)oxy)imino)-1,4,5,6-tetrahydropyridine-2-carboxylate (100 mg, 0.254 mmol) in DMSO (2 mL) was added 2 M methanamine in THF (0.8 mL, 1.6 mmol). The reaction mixture was stirred at ambient temp for 30 min, and then it was diluted with H2O. The product crashed out of solution, and was collect in a Buchner funnel, and dried under vacuum to yielded a brown solid (49 mg, 66%): mp 178-200° C.; 1H NMR (300 MHz, CDCl3) δ 7.88 (d, J=8.... The reactants are Bis(1,5-cycloocatadiene)nickel(0), C1=CCCC=CCC1 (1,5-cyclooctadiene), N1=C(C=CC=C1)C1=NC=CC=C1 (2,2′-bipyridine), BrC1=CC=2C(C=3C=CC=C4C3N3C2C(=C1)C(C1=C3C(C4(C)C)=CC=C1)(C)C)(C)C (2-bromo-4,4,8,8,12,12-hexamethyl-8,12-dihydro-4H-benzo[1,9]quinolizino[3,4,5,6,7-defg]acridine). The solvent is C1(=CC=CC=C1)C (toluene), CN(C=O)C (N,N-dimethylformamide). Run at temperature 65 celsius, time 30 minute. The product is C1C2=C3C(=CC=C2)CC4=CC=CC5=C4C3=C6C1=CC=CC6=C5 (Triangulene). As a reaction SMILES: [CH:1]1[CH2:8][CH2:7][CH:6]=[CH:5][CH2:4][CH2:3][CH:2]=1.N1C=CC=[CH:11][C:10]=1[C:15]1C=CC=CN=1.BrC1C=C2C(C)(C)C3C=CC=[C:39]4[C:40](C)(C)[C:30]5[C:31]6N(C=34)C2=[C:24]([C:25](C)(C)[C:26]=6[CH:27]=[CH:28][CH:29]=5)[CH:23]=1>CN(C)C=O.C1(C)C=CC=CC=1>[CH2:15]1[C:6]2=[CH:7][CH:8]=[CH:1][C:4]3=[CH:3][C:2]4=[C:27]5[C:28](=[C:5]23)[C:29]2[C:30]([CH2:31][C:26]5=[CH:25][CH:24]=[CH:23]4)=[CH:40][CH:39]=[CH:11][C:10]1=2. Reported procedure: Bis(1,5-cycloocatadiene)nickel(0) (0.193 g, 0.70 mmol), 1,5-cyclooctadiene (0.08 g, 0.09 mL, 0.70 mmol) and 2,2′-bipyridine (0.109 g, 0.70 mmol) were added to a flame-dried 100 mL Schlenk flask, dissolved in 9.4 mL of anhydrous N,N-dimethylformamide and stirred for 30 min at 65° C. in the absence of light. A solution of 2-bromo-4,4,8,8,12,12-hexamethyl-8,12-dihydro-4H-benzo[1,9]quinolizino[3,4,5,6,7-defg]acridine (0.25 g, 0.56 mmol) in 18.8 mL of anhydrous toluene at 65° C. was added slowly via ...